Dataset: the Open Reaction Database (ORD), a public repository of structured organic reaction records. Task: describe an organic reaction: reactants, conditions, products, and yield The reactants are C1CC(=O)N(C1=O)Cl (NCS), CC(C)(C)C1=NOC(=C1)N1C(O[C@]2(C1)C[C@@](CCC2)(C)CN2C=NC1=C2C=C(C=C1)C#N)=O (1-({(5S,7S)-3-[3-(1,1-dimethylethyl)-5-isoxazolyl]-7-methyl-2-oxo-1-oxa-3-azaspiro[4.5]dec-7-yl}methyl)-1H-benzimidazole-6-carbonitrile), crude mixture. Run in C(Cl)(Cl)Cl (chloroform). Run at time 5 hour. The product is ClC=1C(=NOC1N1C(O[C@]2(C1)C[C@@](CCC2)(C)CN2C=NC1=C2C=C(C=C1)C#N)=O)C(C)(C)C (1-({(5S,7S)-3-[4-Chloro-3-(1,1-dimethylethyl)-5-isoxazolyl]-7-methyl-2-oxo-1-oxa-3-azaspiro[4.5]dec-7-yl}methyl)-1H-benzimidazole-6-carbonitrile). Yield: 54.0%. Reaction SMILES: [CH3:1][C:2]([C:5]1[CH:9]=[C:8]([N:10]2[CH2:14][C@@:13]3([CH2:19][CH2:18][CH2:17][C@@:16]([CH2:21][N:22]4[C:26]5[CH:27]=[C:28]([C:31]#[N:32])[CH:29]=[CH:30][C:25]=5[N:24]=[CH:23]4)([CH3:20])[CH2:15]3)[O:12][C:11]2=[O:33])[O:7][N:6]=1)([CH3:4])[CH3:3].C1C(=O)N([Cl:41])C(=O)C1>C(Cl)(Cl)Cl>[Cl:41][C:9]1[C:5]([C:2]([CH3:1])([CH3:3])[CH3:4])=[N:6][O:7][C:8]=1[N:10]1[CH2:14][C@@:13]2([CH2:19][CH2:18][CH2:17][C@@:16]([CH2:21][N:22]3[C:26]4[CH:27]=[C:28]([C:31]#[N:32])[CH:29]=[CH:30][C:25]=4[N:24]=[CH:23]3)([CH3:20])[CH2:15]2)[O:12][C:11]1=[O:33]. Procedure details: To a vial was added 1-({(5S,7S)-3-[3-(1,1-dimethylethyl)-5-isoxazolyl]-7-methyl-2-oxo-1-oxa-3-azaspiro[4.5]dec-7-yl}methyl)-1H-benzimidazole-6-carbonitrile (85 mg, 0.190 mmol) and chloroform (950 μL) at RT, followed by NCS (25.4 mg, 0.190 mmol). The reaction mixture was stirred at RT followed by 65° C. for 5 h. Ater 22 h reaction at 65° C. the crude mixture was purified by reverse phase HPLC (30-80% MeCN/H2O, 0.1% TFA modifier, 30×150 mm Sunfire 18 column), and TFA salt of 1-({(5S,7S)-3-[4-chlor... The reactants are C1=CC=CC=2C3=CC=CC=C3C(=CC12)C=1C=C(C=CC1)C1(C2=CC=CC=C2C(C=2C=CC=CC12)(O)C1=CC(=CC=C1)C=1C2=CC=CC=C2C=2C=CC=CC2C1)O (9,10-bis(3-(9-Phenanthryl)phenyl)-9,10-dihydroxy-9,10-dihydro-anthracene), resultant suspension, I (hydroiodic acid), aqueous solution, [PH2](=O)O (hypophosphorous acid). Solvent: C(C)(=O)O (acetic acid). Reaction conditions: temperature 100 celsius, time 6 hour. The product is C1=CC=CC=2C3=CC=CC=C3C(=CC12)C=1C=C(C=CC1)C=1C2=CC=CC=C2C(=C2C=CC=CC12)C1=CC(=CC=C1)C=1C2=CC=CC=C2C=2C=CC=CC2C1 (9,10-bis(3-(9-phenanthryl)phenyl)anthracene). RXN SMILES: [CH:1]1[C:14]2[CH:13]=[C:12]([C:15]3[CH:16]=[C:17]([C:21]4(O)[C:34]5[CH:33]=[CH:32][CH:31]=[CH:30][C:29]=5[C:28]([C:36]5[CH:41]=[CH:40][CH:39]=[C:38]([C:42]6[C:43]7[C:48]([C:49]8[CH:50]=[CH:51][CH:52]=[CH:53][C:54]=8[CH:55]=6)=[CH:47][CH:46]=[CH:45][CH:44]=7)[CH:37]=5)(O)[C:27]5[C:22]4=[CH:23][CH:24]=[CH:25][CH:26]=5)[CH:18]=[CH:19][CH:20]=3)[C:11]3[C:6](=[CH:7][CH:8]=[CH:9][CH:10]=3)[C:5]=2[CH:4]=[CH:3][CH:2]=1.I.[PH2](O)=O>C(O)(=O)C>[CH:1]1[C:14]2[CH:13]=[C:12]([C:15]3[CH:16]=[C:17]([C:21]4[C:22]5[C:27]([C:28]([C:36]6[CH:41]=[CH:40][CH:39]=[C:38]([C:42]7[C:43]8[C:48]([C:49]9[CH:50]=[CH:51][CH:52]=[CH:53][C:54]=9[CH:55]=7)=[CH:47][CH:46]=[CH:45][CH:44]=8)[CH:37]=6)=[C:29]6[C:34]=4[CH:33]=[CH:32][CH:31]=[CH:30]6)=[CH:26][CH:25]=[CH:24][CH:23]=5)[CH:18]=[CH:19][CH:20]=3)[C:11]3[C:6](=[CH:7][CH:8]=[CH:9][CH:10]=3)[C:5]=2[CH:4]=[CH:3][CH:2]=1. Procedure details: 9,10-bis(3-(9-Phenanthryl)phenyl)-9,10-dihydroxy-9,10-dihydro-anthracene (5.2 g, 7.3 mmole) was suspended in acetic acid (120 ml). To the resultant suspension, a 57% hydroiodic acid (10 ml, 77 mmole, 10 eq) was added and the obtained mixture was stirred at 100° C. for 6 hours. To the reaction mixture, a 50% aqueous solution of hypophosphorous acid (40 ml) was added. The formed solid was separated by filtration and washed with water, methanol and acetone and a white solid (5.0 g, quant.) was obta...